From a dataset of the Open Reaction Database (ORD), a public repository of structured organic reaction records. describe an organic reaction: reactants, conditions, products, and yield Reactants: ClC1=NC=C(C(=O)O)C=C1 (6-chloronicotinic acid), OC(CN1CCNCC1)CO (1-(2,3-dihydroxypropyl)piperazine). The solvent is O1CCOCC1 (dioxane). The product is OC(CN1CCN(CC1)C1=NC=C(C(=O)O)C=C1)CO (6-[4-(2,3-dihydroxypropyl)piperazin-1-yl]nicotinic acid). As a reaction SMILES: Cl[C:2]1[CH:10]=[CH:9][C:5]([C:6]([OH:8])=[O:7])=[CH:4][N:3]=1.[OH:11][CH:12]([CH2:20][OH:21])[CH2:13][N:14]1[CH2:19][CH2:18][NH:17][CH2:16][CH2:15]1>O1CCOCC1>[OH:11][CH:12]([CH2:20][OH:21])[CH2:13][N:14]1[CH2:19][CH2:18][N:17]([C:2]2[CH:10]=[CH:9][C:5]([C:6]([OH:8])=[O:7])=[CH:4][N:3]=2)[CH2:16][CH2:15]1. Procedure: Operation was carried out in a manner similar to the one previously described in Example 5, using 1.6 g of 6-chloronicotinic acid and 3.2 g of 1-(2,3-dihydroxypropyl)piperazine in 50 ml dioxane. Grams 1.95 of 6-[4-(2,3-dihydroxypropyl)piperazin-1-yl]nicotinic acid were obtained, which, recrystallized from hot water, melted at 244°-246° C. (with decomposition). Starting materials: CCOc1c(OCC)c(=O)c1=O, CCOC(C)=O, CCO, Nc1ccncc1. Yields the product CCOc1c(Nc2ccncc2)c(=O)c1=O. RXN SMILES: [CH2:1]([O:2][c:4]1[c:5](=[O:12])[c:6](=[O:11])[c:7]1[O:8][CH2:9][CH3:10])[CH3:3].[CH3:20][CH2:21][O:22][C:23]([CH3:24])=[O:25].[CH3:26][CH2:27][OH:28].[NH2:13][c:14]1[cH:15][cH:16][n:17][cH:18][cH:19]1>>[c:4]1([NH:13][c:14]2[cH:15][cH:16][n:17][cH:18][cH:19]2)[c:5](=[O:12])[c:6](=[O:11])[c:7]1[O:8][CH2:9][CH3:10]. The reactants are NC=1C(=NC(=CN1)C1CCC(CC1)(F)F)C1=CC(=C(C(=O)N[C@H](CNC(OC(C)(C)C)=O)C2=CC(=CC=C2)Cl)C=C1)F ((S)-tert-butyl (2-(4-(3-amino-6-(4,4-difluorocyclohexyl)pyrazin-2-yl)-2-fluorobenzamido)-2-(3-chlorophenyl)ethyl)carbamate), Cl (HCl), O1CCOCC1 (dioxane). Conditions: time 1 hour. The product is NC[C@H](C1=CC(=CC=C1)Cl)NC(C1=C(C=C(C=C1)C1=NC(=CN=C1N)C1CCC(CC1)(F)F)F)=O ((S)—N-(2-amino-1-(3-chlorophenyl)ethyl)-4-(3-amino-6-(4,4-difluorocyclohexyl)pyrazin-2-yl)-2-fluorobenzamide). The yield is 41.9%. As a reaction SMILES: [NH2:1][C:2]1[C:3]([C:16]2[CH:41]=[CH:40][C:19]([C:20]([NH:22][C@@H:23]([C:33]3[CH:38]=[CH:37][CH:36]=[C:35]([Cl:39])[CH:34]=3)[CH2:24][NH:25]C(=O)OC(C)(C)C)=[O:21])=[C:18]([F:42])[CH:17]=2)=[N:4][C:5]([CH:8]2[CH2:13][CH2:12][C:11]([F:15])([F:14])[CH2:10][CH2:9]2)=[CH:6][N:7]=1.Cl.O1CCOCC1>>[NH2:25][CH2:24][C@@H:23]([NH:22][C:20](=[O:21])[C:19]1[CH:40]=[CH:41][C:16]([C:3]2[C:2]([NH2:1])=[N:7][CH:6]=[C:5]([CH:8]3[CH2:9][CH2:10][C:11]([F:14])([F:15])[CH2:12][CH2:13]3)[N:4]=2)=[CH:17][C:18]=1[F:42])[C:33]1[CH:38]=[CH:37][CH:36]=[C:35]([Cl:39])[CH:34]=1. Procedure: To (S)-tert-butyl (2-(4-(3-amino-6-(4,4-difluorocyclohexyl)pyrazin-2-yl)-2-fluorobenzamido)-2-(3-chlorophenyl)ethyl)carbamate (11 mg, 0.018 mmol) was added HCl 4M in dioxane (1 mL, 4.00 mmol). The reaction was stirred for 1 h at room temperature. The solvent was removed and concentrated to residue, which was dissolved in 1:1 acetonitrile/water, filtered and lyophilized to HCl salt. The crude salt residue was dissolved in 1 mL of DMSO, purified by prep HPLC and lyophilized to give 3.8 mg of the d... Reactants: ClC1=NC=CC(=N1)OC=1C=C(C=CC1)C1=CN=C(O1)NC1=C(C=CC(=C1)S(=O)(=O)CC)OC (5-{3-[(2-chloropyrimidin-4-yl)oxy]phenyl}-N-[5-(ethylsulfonyl)-2-methoxyphenyl]-1,3-oxazol-2-amine), C(C)(C)N (isopropylamine). Conditions: temperature 100 celsius, time 8 hour. Product: C(C)S(=O)(=O)C=1C=CC(=C(C1)NC=1OC(=CN1)C=1C=C(OC2=NC(=NC=C2)NC(C)C)C=CC1)OC (4-[3-(2-{[5-(ethylsulfonyl)-2-methoxyphenyl]amino}-1,3-oxazol-5-yl)phenoxy]-N-isopropylpyrimidin-2-amine). Yield: 67.0%. Reaction SMILES: Cl[C:2]1[N:7]=[C:6]([O:8][C:9]2[CH:10]=[C:11]([C:15]3[O:19][C:18]([NH:20][C:21]4[CH:26]=[C:25]([S:27]([CH2:30][CH3:31])(=[O:29])=[O:28])[CH:24]=[CH:23][C:22]=4[O:32][CH3:33])=[N:17][CH:16]=3)[CH:12]=[CH:13][CH:14]=2)[CH:5]=[CH:4][N:3]=1.[CH:34]([NH2:37])([CH3:36])[CH3:35]>>[CH2:30]([S:27]([C:25]1[CH:24]=[CH:23][C:22]([O:32][CH3:33])=[C:21]([NH:20][C:18]2[O:19][C:15]([C:11]3[CH:10]=[C:9]([CH:14]=[CH:13][CH:12]=3)[O:8][C:6]3[CH:5]=[CH:4][N:3]=[C:2]([NH:37][CH:34]([CH3:36])[CH3:35])[N:7]=3)=[CH:16][N:17]=2)[CH:26]=1)(=[O:29])=[O:28])[CH3:31]. Procedure details: The title compound of Example 168 (40 mg) was treated with isopropylamine (2 mL) and stirred at 100° C. overnight in a sealed tube. The mixture was evaporated to dryness and purified by thin layer chromatography to afford the title compound (28 mg, 67% yield) as a yellow solid, which was isolated as the HCl salt 1H NMR (400 MHz, d6-DMSO): δ 9.77 (bs, 1H), 8.68 (s, 1H), 8.26 (d, J=6.4, 1H), 7.58 7.45 (m, 5H), 7.23 (d, J=8.4, 1H), 7.14 (m, 1H), 6.61–6.64 (m, 2H), 3.92 (s, 3H), 3.32 (m, 1H), 3.15 (...